This data is from the Open Reaction Database (ORD), a public repository of structured organic reaction records. The task is: describe an organic reaction: reactants, conditions, products, and yield Reactants: CC1=CC=C(CCl)C=C1 (4-methylbenzylchloride), ClC=1C=C(CN)C=CC1F (3-chloro-4-fluorobenzylamine), C1(=CC=CC=C1)OC(NC1=C(C(=NS1)S)C(N)=O)=O ((4-carbamoyl-3-mercapto-isothiazol-5-yl)-carbamic acid phenyl ester), O1CCCC1 (tetrahydrofuran). Solvent: CN(C)C=O (DMF), Cl (HCl). Run at time 18 hour. Product: ClC=1C=C(CNC(NC2=C(C(=NS2)SCC2=CC=C(C=C2)C)C(=O)N)=O)C=CC1F (5-[3-(3-chloro-4-fluoro-benzyl)-ureido]-3-(4-methyl-benzylsulfanyl)-isothiazole-4-carboxylic acid amide). Isolated yield 22.4%. RXN SMILES: C1(O[C:8](=[O:19])[NH:9][C:10]2[S:14][N:13]=[C:12]([SH:15])[C:11]=2[C:16](=[O:18])[NH2:17])C=CC=CC=1.[CH3:20][C:21]1[CH:28]=[CH:27][C:24]([CH2:25]Cl)=[CH:23][CH:22]=1.O1CCCC1.[Cl:34][C:35]1[CH:36]=[C:37]([CH:40]=[CH:41][C:42]=1[F:43])[CH2:38][NH2:39]>CN(C=O)C.Cl>[Cl:34][C:35]1[CH:36]=[C:37]([CH:40]=[CH:41][C:42]=1[F:43])[CH2:38][NH:39][C:8](=[O:19])[NH:9][C:10]1[S:14][N:13]=[C:12]([S:15][CH2:20][C:21]2[CH:28]=[CH:27][C:24]([CH3:25])=[CH:23][CH:22]=2)[C:11]=1[C:16]([NH2:17])=[O:18]. Reported procedure: To a mixture of (4-carbamoyl-3-mercapto-isothiazol-5-yl)-carbamic acid phenyl ester (0.075 g, 0.25 mmol) in 0.5 mL of DMF was added 4-methylbenzylchloride (0.036 g, 0.25 mmol), followed by N,N-disopropylethylamine (0.033 g, 0.25 mmol). After stirring for 18 hours at ambient temperature, tetrahydrofuran (1 mL) was added, followed by 3-chloro-4-fluorobenzylamine (0.051 g, 0.51 mmol). After stirring for 24 hours at 45° C., the mixture was diluted with 1M HCl, extracted 3× with ethyl acetate, and th... Reactants: BrCC1=C(N=C2N1C1=CC=C(C=C1NC2=O)C(F)(F)F)C(=O)OCC (1-Bromomethyl-2-ethoxycarbonyl-7-trifluoromethylimidazo[1,2-a]quinoxalin-4(5H)-one), C1OC=2C=C(N)C=CC2O1 (3,4-methylenedioxyaniline). The solvent is C(C)#N (acetonitrile). Run at temperature 25 celsius, time 8 hour. Yields the product C(C)OC(=O)C=1N=C2N(C3=CC=C(C=C3NC2=O)C(F)(F)F)C1CNC1=CC2=C(C=C1)OCO2 (2-Ethoxycarbonyl-1-(3,4-methylenedioxyanilino)methyl-7-trifluoromethylimidazo[1,2-a]quinoxalin-4(5H)-one). Yield: 65.3%. As a reaction SMILES: Br[CH2:2][C:3]1[N:7]2[C:8]3[C:13]([NH:14][C:15](=[O:16])[C:6]2=[N:5][C:4]=1[C:21]([O:23][CH2:24][CH3:25])=[O:22])=[CH:12][C:11]([C:17]([F:20])([F:19])[F:18])=[CH:10][CH:9]=3.[CH2:26]1[O:35][C:34]2[CH:33]=[CH:32][C:30]([NH2:31])=[CH:29][C:28]=2[O:27]1>C(#N)C>[CH2:24]([O:23][C:21]([C:4]1[N:5]=[C:6]2[C:15](=[O:16])[NH:14][C:13]3[C:8](=[CH:9][CH:10]=[C:11]([C:17]([F:20])([F:19])[F:18])[CH:12]=3)[N:7]2[C:3]=1[CH2:2][NH:31][C:30]1[CH:32]=[CH:33][C:34]2[O:35][CH2:26][O:27][C:28]=2[CH:29]=1)=[O:22])[CH3:25]. Procedure details: A mixture of 1-bromomethyl-2-ethoxycarbonyl-7-trifluoromethylimidazo[1,2-a]quinoxalin-4(5H)-one (Example 3) (2.1 g, 5.0 mmol) and 3,4-methylenedioxyaniline (1.5 g, 11 mmol) in acetonitrile (100 ml) was stirred at 80° C. for 3 h and overnight at 25° C. The solvent was evaporated in vacuo and the residue submitted to flash chromatography on silica gel 60 eluting with dichloromethane/methanol (19:1). The purified product was washed with acetone to afford 1.55 g (65%) of the title compound. M.p. >25... The reactants are CO, CCOC(=O)C(C)=Cc1cc(C)c(F)c(C)c1. The product is CCOC(=O)C(C)Cc1cc(C)c(F)c(C)c1. As a reaction SMILES: [CH3:18][OH:19].[F:1][c:2]1[c:3]([CH3:17])[cH:4][c:5]([CH:9]=[C:10]([C:11](=[O:12])[O:13][CH2:14][CH3:15])[CH3:16])[cH:6][c:7]1[CH3:8]>>[F:1][c:2]1[c:3]([CH3:17])[cH:4][c:5]([CH2:9][CH:10]([C:11](=[O:12])[O:13][CH2:14][CH3:15])[CH3:16])[cH:6][c:7]1[CH3:8]. The reactants are N[C@H]([C@@H](C(=O)NC1CC1)O)CC ((2S,3S)-3-amino-N-cyclopropyl-2-hydroxypentanamide), N[C@H](C(=O)O)CCC ((S)-2-aminopentanoic acid), C(C)(C)N (isopropylamine). Yields the product N[C@H]([C@@H](C(=O)NC(C)C)O)CCC ((2S,3S)-3-Amino-2-hydroxy-N-isopropylhexanamide). As a reaction SMILES: [NH2:1][C@@H:2]([CH2:11][CH3:12])[C@H:3]([OH:10])[C:4]([NH:6][CH:7]1[CH2:9][CH2:8]1)=[O:5].N[C@@H:14](CCC)C(O)=O.C(N)(C)C>>[NH2:1][C@@H:2]([CH2:11][CH2:12][CH3:14])[C@H:3]([OH:10])[C:4]([NH:6][CH:7]([CH3:8])[CH3:9])=[O:5]. Procedure details: The title compound was prepared in analogy to (2S,3S)-3-amino-N-cyclopropyl-2-hydroxypentanamide, Representative Procedure B, using (S)-2-aminopentanoic acid in the first step (step B1), and isopropylamine in the seventh step (step B7). Starting materials: ClC1=C(C=CC(=C1)Cl)B(O)O (2,4-dichlorophenylboronic acid), BrC=1C=CC(=C(C1)C1C(C(C(C(C1=O)(C)C)=O)(C)C)=O)CC (6-(5-bromo-2-ethylphenyl)-2,2,4,4-tetramethylcyclohexane-1,3,5-trione), P(=O)([O-])([O-])[O-].[K+].[K+].[K+] (potassium phosphate), ClC1=C(C=CC(=C1)Cl)B(O)O (2,4-dichlorophenylboronic acid), P(=O)([O-])([O-])[O-].[K+].[K+].[K+] (potassium phosphate), Cl (hydrochloric acid). The reagents and catalysts are C(C)(=O)[O-].[Pd+2].C(C)(=O)[O-] (palladium(II) acetate), [Na].[Na].[Na].S(=O)(=O)(O)C=1C=C(C=CC1)P(C1=CC(=CC=C1)S(=O)(=O)O)C1=CC(=CC=C1)S(=O)(=O)O (tris(3-sulfophenyl)phosphine trisodium salt). Run in O (water), ClCCl (dichloromethane). Run at temperature 160 celsius, time 5 minute. Product: ClC1=C(C=CC(=C1)Cl)C1=CC(=C(C=C1)CC)C1C(C(C(C(C1=O)(C)C)=O)(C)C)=O (6-(2′,4′-dichloro-4-ethylbiphenyl-3-yl)-2,2,4,4-tetramethyl-cyclohexane-1,3,5-trione). Yield: 37.4%. Reaction SMILES: [Cl:1][C:2]1[CH:7]=[C:6]([Cl:8])[CH:5]=[CH:4][C:3]=1B(O)O.Br[C:13]1[CH:14]=[CH:15][C:16]([CH2:32][CH3:33])=[C:17]([CH:19]2[C:24](=[O:25])[C:23]([CH3:27])([CH3:26])[C:22](=[O:28])[C:21]([CH3:30])([CH3:29])[C:20]2=[O:31])[CH:18]=1.P([O-])([O-])([O-])=O.[K+].[K+].[K+].Cl>ClCCl.C([O-])(=O)C.[Pd+2].C([O-])(=O)C.[Na].[Na].[Na].S(C1C=C(P(C2C=CC=C(S(O)(=O)=O)C=2)C2C=CC=C(S(O)(=O)=O)C=2)C=CC=1)(O)(=O)=O.O>[Cl:1][C:2]1[CH:7]=[C:6]([Cl:8])[CH:5]=[CH:4][C:3]=1[C:13]1[CH:14]=[CH:15][C:16]([CH2:32][CH3:33])=[C:17]([CH:19]2[C:20](=[O:31])[C:21]([CH3:29])([CH3:30])[C:22](=[O:28])[C:23]([CH3:27])([CH3:26])[C:24]2=[O:25])[CH:18]=1 |f:2.3.4.5,8.9.10,11.12.13.14,^1:54,55,56|. Procedure details: To a microwave vial is added palladium(II) acetate (1.1 mg, 0.0049 mmol), tris(3-sulfophenyl)phosphine trisodium salt (5.1 mg, 0.0099 mmol), 2,4-dichlorophenylboronic acid (0.099 g, 0.5 mmol), 6-(5-bromo-2-ethylphenyl)-2,2,4,4-tetramethylcyclohexane-1,3,5-trione (0.19 g, 0.5 mmol) and potassium phosphate (0.53 g, 2.5 mmol). Degassed water (0.75 ml) is next added (washing-down any solids from the slides of the vial), followed by stirring for 5 minutes and flushing with argon. This mixture is then... The reactants are CC(=O)O, CC(=O)O, ClCCl, CC#N, Ic1ccccc1, CN1C(C)(C)CC(OC(=O)NNC(=O)OC2CC(C)(C)N(C)C(C)(C)C2)CC1(C)C. Yields the product CN1C(C)(C)CC(OC(=O)N=NC(=O)OC2CC(C)(C)N(C)C(C)(C)C2)CC1(C)C. RXN SMILES: [C:31]([OH:32])(=[O:33])[CH3:34].[C:35]([OH:36])(=[O:37])[CH3:38].[CH2:49]([Cl:50])[Cl:51].[CH3:46][C:47]#[N:48].[I:39][c:40]1[cH:41][cH:42][cH:43][cH:44][cH:45]1.[NH:1]([NH:2][C:3](=[O:4])[O:5][CH:6]1[CH2:7][C:8]([CH3:15])([CH3:16])[N:9]([CH3:14])[C:10]([CH3:12])([CH3:13])[CH2:11]1)[C:17](=[O:18])[O:19][CH:20]1[CH2:21][C:22]([CH3:29])([CH3:30])[N:23]([CH3:28])[C:24]([CH3:26])([CH3:27])[CH2:25]1>>[N:1](=[N:2][C:3](=[O:4])[O:5][CH:6]1[CH2:7][C:8]([CH3:15])([CH3:16])[N:9]([CH3:14])[C:10]([CH3:12])([CH3:13])[CH2:11]1)[C:17](=[O:18])[O:19][CH:20]1[CH2:21][C:22]([CH3:29])([CH3:30])[N:23]([CH3:28])[C:24]([CH3:26])([CH3:27])[CH2:25]1. The reactants are FCOc1ccc2cc(Br)ccc2c1, [Li]CCCC, C1CCOC1, CCCCCC, O=Cc1cn(C(c2ccccc2)(c2ccccc2)c2ccccc2)cn1, CC(C)C(O)(c1ccc2cc(OCF)ccc2c1)c1cn(C(c2ccccc2)(c2ccccc2)c2ccccc2)cn1, O. Product: CC(C)C(O)(c1ccc2cc(OCF)ccc2c1)c1c[nH]cn1. As a reaction SMILES: [Br:1][c:2]1[cH:3][cH:4][c:5]2[c:6]([cH:7][cH:8][c:9]([O:10][CH2:11][F:12])[cH:13]2)[cH:14]1.[CH2:57]([Li:58])[CH2:59][CH2:60][CH3:61].[CH2:95]1[O:96][CH2:97][CH2:98][CH2:99]1.[CH3:89][CH2:90][CH2:91][CH2:92][CH2:93][CH3:94].[CH:62]([c:63]1[n:64][cH:65][n:66]([C:67]([c:68]2[cH:69][cH:70][cH:71][cH:72][cH:73]2)([c:74]2[cH:75][cH:76][cH:77][cH:78][cH:79]2)[c:80]2[cH:81][cH:82][cH:83][cH:84][cH:85]2)[cH:86]1)=[O:87].[F:15][CH2:16][O:17][c:18]1[cH:19][c:20]2[cH:21][cH:22][c:23]([C:28]([CH:29]([CH3:30])[CH3:31])([OH:32])[c:33]3[n:34][cH:35][n:36]([C:38]([c:39]4[cH:40][cH:41][cH:42][cH:43][cH:44]4)([c:45]4[cH:46][cH:47][cH:48][cH:49][cH:50]4)[c:51]4[cH:52][cH:53][cH:54][cH:55][cH:56]4)[cH:37]3)[cH:24][c:25]2[cH:26][cH:27]1.[OH2:88]>>[F:15][CH2:16][O:17][c:18]1[cH:19][c:20]2[cH:21][cH:22][c:23]([C:28]([CH:29]([CH3:30])[CH3:31])([OH:32])[c:33]3[n:34][cH:35][nH:36][cH:37]3)[cH:24][c:25]2[cH:26][cH:27]1. The reactants are FC1=C(C=CC=C1)[N+](=O)[O-] (2-fluoro nitrobenzene), C([O-])([O-])=O.[K+].[K+] (potassium carbonate), oxime, 8-exo bicyclo[3.3.1]non-3-yl-8-endo-aza-bicyclo[3.2.1]oct-3-ylamine, oxime, Cl.NO (hydroxylamine hydrochloride), C(C)(=O)[O-].[Na+] (sodium acetate), [H][H] (hydrogen). The reagents and catalysts are [Pt]=O (platinum oxide). Run in CN(C)C=O (DMF), C(C)(=O)O (acetic acid), C(C)O (ethanol). Product: [N+](=O)([O-])C1=C(C=CC=C1)N ((2-nitro-phenyl)-amine). RXN SMILES: Cl.[NH2:2]O.C([O-])(=O)C.[Na+].[H][H].F[C:12]1[CH:17]=[CH:16][CH:15]=[CH:14][C:13]=1[N+:18]([O-:20])=[O:19].C(=O)([O-])[O-].[K+].[K+]>C(O)C.C(O)(=O)C.CN(C=O)C.[Pt]=O>[N+:18]([C:13]1[CH:14]=[CH:15][CH:16]=[CH:17][C:12]=1[NH2:2])([O-:20])=[O:19] |f:0.1,2.3,6.7.8|. Reported procedure: In an alternative procedure, the intermediate can be converted to the oxime using hydroxylamine hydrochloride and sodium acetate in ethanol, and the oxime reduced to 8-exo bicyclo[3.3.1]non-3-yl-8-endo-aza-bicyclo[3.2.1]oct-3-ylamine (RA′) by hydrogenation using platinum oxide in acetic acid under 5 atmospheres of hydrogen. Intermediate (RA′) can be reacted with 2-fluoro nitrobenzene and potassium carbonate in DMF to give 8-exo-bicyclo[3.3.1]non-3-yl-8-endo-aza-bicyclo[3.2.1]oct-3-yl)-(2-nitro-p... Reactants: c1ccc2c(c1)CCCN2, CCO, O=S(=O)([O-])C(F)(F)F, c1ccc(-c2ccs[c+](-c3ccccc3)c2)cc1. Yields the product O=S(=O)([O-])C(F)(F)F, c1ccc(-c2cc(-c3ccc4c(c3)CCCN4)s[c+](-c3ccccc3)c2)cc1. Reaction SMILES: [CH2:27]1[CH2:28][NH:29][c:30]2[cH:31][cH:32][cH:33][cH:34][c:35]2[CH2:36]1.[CH3:37][CH2:38][OH:39].[F:1][C:2]([S:3](=[O:4])(=[O:5])[O-:6])([F:7])[F:8].[c:9]1(-[c+:15]2[s:16][cH:17][cH:18][c:19](-[c:21]3[cH:22][cH:23][cH:24][cH:25][cH:26]3)[cH:20]2)[cH:10][cH:11][cH:12][cH:13][cH:14]1>>[F:1][C:2]([S:3](=[O:4])(=[O:5])[O-:6])([F:7])[F:8].[c:9]1(-[c+:15]2[s:16][c:17](-[c:33]3[cH:32][cH:31][c:30]4[c:35]([cH:34]3)[CH2:36][CH2:27][CH2:28][NH:29]4)[cH:18][c:19](-[c:21]3[cH:22][cH:23][cH:24][cH:25][cH:26]3)[cH:20]2)[cH:10][cH:11][cH:12][cH:13][cH:14]1. The reactants are S(=O)(=O)(O)OOS(=O)(=O)[O-].[K+] (potassium hydrogenpersulfate), OOS(=O)[O-].[K+] (Oxone), ClC=1C=C2CC(C(C2=CC1)=O)SC (5-chloro-2-methylsulfanylindan-1-one), C(C)O (ethanol). The solvent is O (water). Reaction conditions: time 5 hour. Product: ClC=1C=C2CC(C(C2=CC1)=O)S(=O)(=O)C (5-Chloro-2-methanesulfonylindan-1-one). Reaction SMILES: [Cl:1][C:2]1[CH:3]=[C:4]2[C:8](=[CH:9][CH:10]=1)[C:7](=[O:11])[CH:6](SC)[CH2:5]2.[S:14]([O:18]OS([O-])(=O)=O)(O)(=O)=[O:15].[K+].OOS([O-])=O.[K+].[CH2:31](O)C>O>[Cl:1][C:2]1[CH:3]=[C:4]2[C:8](=[CH:9][CH:10]=1)[C:7](=[O:11])[CH:6]([S:14]([CH3:31])(=[O:18])=[O:15])[CH2:5]2 |f:1.2,3.4|. Reported procedure: 0.5 g of 5-chloro-2-methylsulfanylindan-1-one was dissolved in 10 ml of dry ethanol. At 0° C., a solution of 4.33 g of potassium hydrogenpersulfate (2KHSO5xKHSO4xK2SO4; “Oxone”) in 10 ml of water was added dropwise and the reaction mixture was then stirred at room temperature for 5 h. The alcohol was distilled off under reduced pressure at room temperature. 20 ml of dichloromethane and 10 ml of water was added to the residue, and the mixture was stirred for 10 min. The organic phase was separate...